Dataset: the Open Reaction Database (ORD), a public repository of structured organic reaction records. Task: describe an organic reaction: reactants, conditions, products, and yield The reactants are C(=O)(N1C=NC=C1)N1C=NC=C1 (carbonyldiimidazole), [C@H]1(CCCN2CCCC[C@H]12)COC1=CC=C(C=C1)N (4-[(1R,9aR)-1-(octahydroquinolizin-1-yl)-methoxy]-phenylamine), O (water), O(C1=CC=CC=C1)C1=CC=C(N)C=C1 (4-phenoxyaniline). Solvent: CN(C)C=O (DMF), CN(C)C=O (DMF), CN(C)C=O (DMF). Reaction conditions: time 30 minute. Yields the product [C@H]1(CCCN2CCCC[C@H]12)COC1=CC=C(C=C1)NC(=O)NC1=CC=C(C=C1)OC1=CC=CC=C1 (1-{4-[(1R,9aR)-1-(Octahydroquinolizin-1-yl)methoxy]phenyl}-3-(4-phenoxy-phenyl)urea). As a reaction SMILES: [O:1]([C:8]1[CH:14]=[CH:13][C:11]([NH2:12])=[CH:10][CH:9]=1)[C:2]1[CH:7]=[CH:6][CH:5]=[CH:4][CH:3]=1.[C:15](N1C=CN=C1)(N1C=CN=C1)=[O:16].[C@H:27]1([CH2:37][O:38][C:39]2[CH:44]=[CH:43][C:42]([NH2:45])=[CH:41][CH:40]=2)[C@@H:36]2[N:31]([CH2:32][CH2:33][CH2:34][CH2:35]2)[CH2:30][CH2:29][CH2:28]1.O>CN(C=O)C>[C@H:27]1([CH2:37][O:38][C:39]2[CH:44]=[CH:43][C:42]([NH:45][C:15]([NH:12][C:11]3[CH:10]=[CH:9][C:8]([O:1][C:2]4[CH:3]=[CH:4][CH:5]=[CH:6][CH:7]=4)=[CH:14][CH:13]=3)=[O:16])=[CH:41][CH:40]=2)[C@@H:36]2[N:31]([CH2:32][CH2:33][CH2:34][CH2:35]2)[CH2:30][CH2:29][CH2:28]1. Reported procedure: A solution of 4-phenoxyaniline (185 mg) in DMF (1 ml) was added dropwise to a solution, cooled to 0° C., of carbonyldiimidazole (162 mg) in DMF (1 ml). After 30 minutes, 4-[(1R,9aR)-1-(octahydroquinolizin-1-yl)-methoxy]-phenylamine (289 mg) in DMF (1 ml) was added dropwise. The reaction solution was kept firstly at room temperature for 2 hours and then at 80° C. for 30 minutes. The mixture was added dropwise to water (20 ml), and the resulting precipitate was filtered off with suction and washed... The reactants are [Na] (sodium), N(N)C1=NC=CC=C1 (2-hydrazinopyridine), C(C(=C)C)#N (methacrylonitrile). The solvent is C(C)O (ethanol). The product is NC1=NN(CC1C)C1=NC=CC=C1 (2-(3-Amino-4-methyl-2-pyrazolin-1-yl)pyridine). Reaction SMILES: [Na].[NH:2]([C:4]1[CH:9]=[CH:8][CH:7]=[CH:6][N:5]=1)[NH2:3].[C:10](#[N:14])[C:11]([CH3:13])=[CH2:12]>C(O)C>[NH2:14][C:10]1[CH:11]([CH3:13])[CH2:12][N:2]([C:4]2[CH:9]=[CH:8][CH:7]=[CH:6][N:5]=2)[N:3]=1 |^1:0|. Procedure: A 1.02 g. amount of sodium metal is dissolved in 250 ml. of absolute ethanol, then 21.8 g. of 2-hydrazinopyridine is added, followed by 13.4 g. of methacrylonitrile. The reaction mixture is refluxed for 16 hours, then the solvent is removed in vacuo. The solid is recrystallized twice from 3A ethanol after treatment with activated charcoal to give 4.30 g. of a tan solid. The above recrystallization filtrates are combined and evaporated in vacuo to a solid. The solid is dissolved in dichloromethan... Starting materials: O=c1c2cnn(-c3ccccc3)c2nc(-c2ccc(Br)cc2)n1-c1ccc(Cl)cc1, CCCC[Sn](CCCC)(CCCC)c1ccccn1, Cc1ccccc1, c1ccc(P(c2ccccc2)(c2ccccc2)[Pd](P(c2ccccc2)(c2ccccc2)c2ccccc2)(P(c2ccccc2)(c2ccccc2)c2ccccc2)P(c2ccccc2)(c2ccccc2)c2ccccc2)cc1. The product is O=c1c2cnn(-c3ccccc3)c2nc(-c2ccc(-c3ccccn3)cc2)n1-c1ccc(Cl)cc1. Reaction SMILES: [Br:1][c:2]1[cH:3][cH:4][c:5](-[c:8]2[n:9](-[c:24]3[cH:25][cH:26][c:27]([Cl:30])[cH:28][cH:29]3)[c:10](=[O:23])[c:11]3[c:12]([n:13]2)[n:14](-[c:17]2[cH:18][cH:19][cH:20][cH:21][cH:22]2)[n:15][cH:16]3)[cH:6][cH:7]1.[CH2:31]([Sn:32]([CH2:33][CH2:34][CH2:35][CH3:42])([c:36]1[n:37][cH:38][cH:39][cH:40][cH:41]1)[CH2:43][CH2:44][CH2:45][CH3:46])[CH2:47][CH2:48][CH3:49].[CH3:50][c:51]1[cH:52][cH:53][cH:54][cH:55][cH:56]1.[cH:57]1[cH:58][cH:59][c:60]([P:61]([Pd:62]([P:63]([c:64]2[cH:65][cH:66][cH:67][cH:68][cH:69]2)([c:70]2[cH:71][cH:72][cH:73][cH:74][cH:75]2)[c:76]2[cH:77][cH:78][cH:79][cH:80][cH:81]2)([P:82]([c:83]2[cH:84][cH:85][cH:86][cH:87][cH:88]2)([c:89]2[cH:90][cH:91][cH:92][cH:93][cH:94]2)[c:95]2[cH:96][cH:97][cH:98][cH:99][cH:100]2)[P:101]([c:102]2[cH:103][cH:104][cH:105][cH:106][cH:107]2)([c:108]2[cH:109][cH:110][cH:111][cH:112][cH:113]2)[c:114]2[cH:115][cH:116][cH:117][cH:118][cH:119]2)([c:120]2[cH:121][cH:122][cH:123][cH:124][cH:125]2)[c:126]2[cH:127][cH:128][cH:129][cH:130][cH:131]2)[cH:132][cH:133]1>>[c:2]1(-[c:36]2[n:37][cH:38][cH:39][cH:40][cH:41]2)[cH:3][cH:4][c:5](-[c:8]2[n:9](-[c:24]3[cH:25][cH:26][c:27]([Cl:30])[cH:28][cH:29]3)[c:10](=[O:23])[c:11]3[c:12]([n:13]2)[n:14](-[c:17]2[cH:18][cH:19][cH:20][cH:21][cH:22]2)[n:15][cH:16]3)[cH:6][cH:7]1. Reactants: C1(=CC=CC=C1)C (Toluene), C(CCC)O (butanol), Cl.NCCS (cysteamine hydrochloride), CC1=C(OCC2=C(C=CC=C2)C(C=O)=NOC)C=C(C=C1)C (2-(2,5-dimethylphenoxymethyl)-α-methoxyiminophenylacetoaldehyde). Solvent: [Cl-].[Na+].O (brine), C(C)N(CC)CC (triethylamine). Reaction conditions: time 1 hour. Product: CON=C(C1=C(C=CC=C1)COC1=C(C=CC(=C1)C)C)C1SCCN1 (2-(2,5-dimethylphenoxymethyl)phenyl thiazolidin-2-yl ketone O-methyloxime). Isolated yield 91.6%. As a reaction SMILES: C1(C)C=CC=CC=1.C(O)CCC.Cl.[NH2:14][CH2:15][CH2:16][SH:17].[CH3:18][C:19]1[CH:38]=[CH:37][C:36]([CH3:39])=[CH:35][C:20]=1[O:21][CH2:22][C:23]1[CH:28]=[CH:27][CH:26]=[CH:25][C:24]=1[C:29](=[N:32][O:33][CH3:34])[CH:30]=O>[Cl-].[Na+].O.C(N(CC)CC)C>[CH3:34][O:33][N:32]=[C:29]([CH:30]1[NH:14][CH2:15][CH2:16][S:17]1)[C:24]1[CH:25]=[CH:26][CH:27]=[CH:28][C:23]=1[CH2:22][O:21][C:20]1[CH:35]=[C:36]([CH3:39])[CH:37]=[CH:38][C:19]=1[CH3:18] |f:2.3,5.6.7|. Reported procedure: Toluene (3 ml), butanol (3 ml), cysteamine hydrochloride (0.34 g, 3.0 mmol) and triethylamine (0.42 ml, 3 =mol) were added to 2-(2,5-dimethylphenoxymethyl)-α-methoxyiminophenylacetoaldehyde (0.45 g, 1.5 mmol), and the mixture was stirred at room temperature for 1 hour. After completion of the reaction, half-saturated brine (100 ml) was added, and the mixture was extracted with dichloromethane (50 ml) twice. The extracts were dried over anhydrous magnesium sulfate and concentrated under reduced p... Reactants: C1(CCCCC1)N (cyclohexylamine), N=C=N (carbodiimide), NC1=C(C(=O)O)C=CC=C1 (2-amino-benzoic acid), C(C)(C)N(CC)C(C)C (diisopropyl ethyl amine), C=1C=CC2=C(C1)N=NN2O (HOBt). Solvent: C1CCOC1 (THF). Reaction conditions: temperature 40 celsius. Yields the product NC1=C(C(=O)NC2CCCCC2)C=CC=C1 (2-amino-N-cyclohexyl-benzamide). Reaction SMILES: [CH:1]1([NH2:7])[CH2:6][CH2:5][CH2:4][CH2:3][CH2:2]1.N=C=N.[NH2:11][C:12]1[CH:20]=[CH:19][CH:18]=[CH:17][C:13]=1[C:14]([OH:16])=O.C(N(C(C)C)CC)(C)C.C1C=CC2N(O)N=NC=2C=1>C1COCC1>[NH2:11][C:12]1[CH:20]=[CH:19][CH:18]=[CH:17][C:13]=1[C:14]([NH:7][CH:1]1[CH2:6][CH2:5][CH2:4][CH2:3][CH2:2]1)=[O:16]. Procedure details: To a dry reaction vial was added cyclohexylamine (40 uμmol, 1.0 eq) and PS-carbodiimide resin (72 μmol, 1.8 eq). The solution of 2-amino-benzoic acid (44 μmol, 1.1 eq), diisopropyl ethyl amine (10 μLl) and HOBt (44 μmol, 1.1 eq) in THF (500 μL) was added to the above vial. The reaction mixture was heated at 40° C. for 6 h on a shaker. The resin was removed by filtration and washed with 10% MeOH/CH2Cl2. The solvent was removed in vacuo and the residue was applied to solid phase extraction cartrid... The reactants are N1(CCC2(CC1)CCCC1=CC=CC=C12)C(=O)OC(C)(C)C (tert-butyl 3,4-dihydro-2H-spiro[naphthalene-1,4′-piperidine]-1′-carboxylate), [Mn](=O)(=O)(=O)[O-].[K+] (potassium permanganate), [O-][Mn](=O)(=O)=O.[K+] (KMnO4). Solvent: C(C)#N (acetonitrile). Reaction conditions: temperature 70 celsius, time 15 hour. Yields the product O=C1CCC2(CCN(CC2)C(=O)OC(C)(C)C)C2=CC=CC=C12 (tert-butyl 4-oxo-3,4-dihydro-2H-spiro[naphthalene-1,4′-piperidine]-1′-carboxylate). As a reaction SMILES: [N:1]1([C:16]([O:18][C:19]([CH3:22])([CH3:21])[CH3:20])=[O:17])[CH2:6][CH2:5][C:4]2([C:15]3[C:10](=[CH:11][CH:12]=[CH:13][CH:14]=3)[CH2:9][CH2:8][CH2:7]2)[CH2:3][CH2:2]1.[Mn]([O-])(=O)(=O)=[O:24].[K+]>C(#N)C>[O:24]=[C:9]1[C:10]2[C:15](=[CH:14][CH:13]=[CH:12][CH:11]=2)[C:4]2([CH2:5][CH2:6][N:1]([C:16]([O:18][C:19]([CH3:22])([CH3:21])[CH3:20])=[O:17])[CH2:2][CH2:3]2)[CH2:7][CH2:8]1 |f:1.2|. Procedure: To a solution of the Boc-piperidine (602 mg, 2 mmol) in acetonitrile (10 ml) was added potassium permanganate (KMnO4, 950 mg, 6 mmol). The reaction mixture was stirred at 70° C. for 15 hours, filtered through Celite, and the filter cake was washed with dichloromethane. The filtrate and washings were concentrated and the residue was dissolved in acetonitrile (10 ml) and reacted with KMnO4 (950 mg, 6 mmol) at 70° C. for another 24 hours. After filtration, washing and concentrating, the residue was... The reactants are Cl.C(C1=CC=CC=C1)(=N)N (benzamidine hydrochloride), [OH-].[Na+] (sodium hydroxide), BrC=1C=C(C=O)C=CC1 (3-bromobenzaldehyde), C(C)(=O)C1=CC=CC=C1 (acetophenone), C[O-].[Na+] (sodium methoxide). Run in C(C)O (ethanol), C(C)O (ethanol). Reaction conditions: time 22 hour. Product: BrC=1C=C(C=CC1)C1=NC(=NC(=C1)C1=CC=CC=C1)C1=CC=CC=C1 (4-(3-Bromophenyl)-2,6-diphenylpyrimidine). RXN SMILES: [Br:1][C:2]1[CH:3]=[C:4]([CH:7]=[CH:8][CH:9]=1)[CH:5]=O.[C:10]([C:13]1[CH:18]=[CH:17][CH:16]=[CH:15][CH:14]=1)(=O)[CH3:11].C[O-].[Na+].Cl.[C:23]([NH2:31])(=[NH:30])[C:24]1[CH:29]=[CH:28][CH:27]=[CH:26][CH:25]=1.[OH-].[Na+]>C(O)C>[Br:1][C:2]1[CH:3]=[C:4]([C:5]2[CH:11]=[C:10]([C:13]3[CH:18]=[CH:17][CH:16]=[CH:15][CH:14]=3)[N:31]=[C:23]([C:24]3[CH:29]=[CH:28][CH:27]=[CH:26][CH:25]=3)[N:30]=2)[CH:7]=[CH:8][CH:9]=1 |f:2.3,4.5,6.7|. Procedure details: Into a 500-mL three-neck flask were put 18.5 g (100.0 mmol) of 3-bromobenzaldehyde and 12.0 g (100.0 mmol) of acetophenone, the air in the flask was replaced with nitrogen, and 100 mL of ethanol was added. To this mixture, 6.0 g (111.0 mmol) of sodium methoxide suspended in 100 mL of ethanol was added dropwise, and the mixture was stirred at room temperature for 22 hours. After the stirring for the predetermined time, 15.6 g (100.0 mmol) of benzamidine hydrochloride and 8.0 g (200.0 mmol) of sod... Reactants: ClC=1C=C(C2=C(CC(O2)CO)C1)C1CCCCC1 ((±)-(5-chloro-7-cyclohexyl-2,3-dihydro-1-benzofuran-2-yl)methanol), Intermediate 45, C1(=CC=C(C=C1)S(=O)(=O)Cl)C (p-toluenesulfonyl chloride), C(C)(C)N(CC)C(C)C (diisopropylethylamine). Reagents/catalysts: CN(C1=CC=NC=C1)C (4-(dimethylamino)pyridine). Product: CC1=CC=C(C=C1)S(=O)(=O)OCC1OC2=C(C1)C=C(C=C2C2CCCCC2)Cl ((±)-(5-chloro-7-cyclohexyl-2,3-dihydro-1-benzofuran-2-yl)methyl 4-methylbenzenesulfonate). As a reaction SMILES: [Cl:1][C:2]1[CH:3]=[C:4]([CH:13]2[CH2:18][CH2:17][CH2:16][CH2:15][CH2:14]2)[C:5]2[O:9][CH:8]([CH2:10][OH:11])[CH2:7][C:6]=2[CH:12]=1.[C:19]1([CH3:29])[CH:24]=[CH:23][C:22]([S:25](Cl)(=[O:27])=[O:26])=[CH:21][CH:20]=1.C(N(C(C)C)CC)(C)C>CN(C)C1C=CN=CC=1>[CH3:29][C:19]1[CH:24]=[CH:23][C:22]([S:25]([O:11][CH2:10][CH:8]2[CH2:7][C:6]3[CH:12]=[C:2]([Cl:1])[CH:3]=[C:4]([CH:13]4[CH2:14][CH2:15][CH2:16][CH2:17][CH2:18]4)[C:5]=3[O:9]2)(=[O:27])=[O:26])=[CH:21][CH:20]=1. Procedure: Treatment of (±)-(5-chloro-7-cyclohexyl-2,3-dihydro-1-benzofuran-2-yl)methanol (4.5 g, 0.017 mol) with p-toluenesulfonyl chloride (4.8 g, 0.025 mol), diisopropylethylamine (4.36 g, 0.034 mol), and 4-(dimethylamino)pyridine (0.12 g, 0.98 mmol) generally according to the procedure described for Intermediate 45 gave (±)-(5-chloro-7-cyclohexyl-2,3-dihydro-1-benzofuran-2-yl)methyl 4-methylbenzenesulfonate as a colorless oil. Treatment of the tosylate with sodium azide (4.03 g, 61.99 mmol) generally a... The reactants are ClCCl (dichloromethane), NC1=NC=C(C=C1)Br (2-amino-5-bromopyridine), C(C)(C)N(CC)C(C)C (diisopropylethylamine), BrCCCCBr (1,4-dibromobutane). Reagents/catalysts: CN(C1=CC=NC=C1)C (4-(dimethylamino)pyridine). The solvent is C1(=CC=CC=C1)C (toluene). The product is BrC=1C=CC(=NC1)N1CCCC1 (5-bromo-2-(pyrrolidine-1-yl)pyridine). RXN SMILES: [NH2:1][C:2]1[CH:7]=[CH:6][C:5]([Br:8])=[CH:4][N:3]=1.C(N(C(C)C)CC)(C)C.Br[CH2:19][CH2:20][CH2:21][CH2:22]Br.ClCCl>C1(C)C=CC=CC=1.CN(C)C1C=CN=CC=1>[Br:8][C:5]1[CH:6]=[CH:7][C:2]([N:1]2[CH2:22][CH2:21][CH2:20][CH2:19]2)=[N:3][CH:4]=1. Procedure details: 4.95 g (28.6 mmol) of 2-amino-5-bromopyridine was dissolved in 40 ml of toluene. 9.95 ml (57.2 mmol) of diisopropylethylamine, 6.15 g (28.6 mmol) of 1,4-dibromobutane and 100 mg (0.82 mmol) of 4-(dimethylamino)pyridine were added to the solution, and they were stirred for three nights. After the treatment with dichloromethane as the extractant in an ordinary manner, the crude product was obtained, which was purified by the silica gel column chromatography to obtain the title compound. Reactants: Cl.COC=1C=C2C=CN=CC2=CC1OC (6,7-dimethoxyisoquinoline hydrochloride), Br (hydrobromic acid). The product is Br.OC=1C=C2C=CN=CC2=CC1O (6,7-dihydroxyisoquinoline hydrobromide). Yield: 97.6%. Reaction SMILES: Cl.C[O:3][C:4]1[CH:5]=[C:6]2[C:11](=[CH:12][C:13]=1[O:14]C)[CH:10]=[N:9][CH:8]=[CH:7]2.[BrH:16]>>[BrH:16].[OH:3][C:4]1[CH:5]=[C:6]2[C:11](=[CH:12][C:13]=1[OH:14])[CH:10]=[N:9][CH:8]=[CH:7]2 |f:0.1,3.4|. Procedure: 63.4 g (0.28 mol) of 6,7-dimethoxyisoquinoline hydrochloride was dissolved in 630 ml of 47% hydrobromic acid, and the mixture was refluxed for 24 hours under stirring in nitrogen atmosphere. The reaction mixture was allowed to stand still under cooling with ice. The crystals formed were collected by filtration and washed with cold water and acetone. They were dried in air overnight and then dried at a temperature of from 90° to 95° C. for 6 hours to obtain 66.4 g (yield: 97.6%) of the above iden...